Dataset: the Open Reaction Database (ORD), a public repository of structured organic reaction records. Task: describe an organic reaction: reactants, conditions, products, and yield Starting materials: [H-].[Na+] (sodium hydride), ClC=1C=C(NC1)C(=O)OC (methyl 4-chloro-1H-pyrrole-2-carboxylate), CN(C)C=O (DMF), O (Water), crude product, Cl (HCl), Heterocyclic. The solvent is O1CCOCC1 (dioxane), CCOCC (Et2O). Run at time 20 minute. Product: Cl.NN1C(=CC(=C1)Cl)C(=O)OC (Methyl 1-amino-4-chloro-1H-pyrrole-2-carboxylate, hydrochloride salt). Yield: 85.0%. RXN SMILES: [H-].[Na+].[Cl:3][C:4]1[CH:5]=[C:6]([C:9]([O:11][CH3:12])=[O:10])[NH:7][CH:8]=1.O.Cl.C[N:16](C=O)C>O1CCOCC1.CCOCC>[ClH:3].[NH2:16][N:7]1[CH:8]=[C:4]([Cl:3])[CH:5]=[C:6]1[C:9]([O:11][CH3:12])=[O:10] |f:0.1,8.9|. Procedure: A mixture of sodium hydride (60%, 1.51 g, 38 mmol) and methyl 4-chloro-1H-pyrrole-2-carboxylate (Tetrahedron Letters, 1979, 27, 2505–2508; 4.80 g, 30 mmol) in DMF (40 mL) at 0° C. was stirred for 20 min, then was added 2, 4-dinitrophenolamine (Tetrahedron Lett. 1968, 16, 1909–1910 and J. Heterocyclic Chem. 1967, 413, 7.24 g, 36 mmol), and the reaction mixture was stirred at rt overnight. Water (100 mL) was added to the mixture, and the product was extracted with EtOAc (3×120 mL), the EtOAc solut...